Task: describe an organic reaction: reactants, conditions, products, and yield. Dataset: the Open Reaction Database (ORD), a public repository of structured organic reaction records The reactants are C(C)(C)(C)NC(=O)C1=CN(C2=NC=C(N=C21)NC=2C=NN(C2)CC)COCC[Si](C)(C)C (N-tert-butyl-2-(1-ethyl-1H-pyrazol-4-ylamino)-5-((2-(trimethylsilyl)ethoxy)methyl)-5H-pyrrolo[2,3-b]pyrazine-7-carboxamide), FC(C(=O)O)(F)F (trifluoroacetic acid). Solvent: ClCCl (dichloromethane), CO (methanol), [OH-].[NH4+] (ammonium hydroxide), ClCCl (dichloromethane). Reaction conditions: time 16 hour. Yields the product C(C)(C)(C)NC(=O)C1=CNC2=NC=C(N=C21)NC=2C=NN(C2)CC (N-tert-butyl-2-(1-ethyl-1H-pyrazol-4-ylamino)-5H-pyrrolo[2,3-b]pyrazine-7-carboxamide). The yield is 56.4%. As a reaction SMILES: [C:1]([NH:5][C:6]([C:8]1[C:16]2[C:11](=[N:12][CH:13]=[C:14]([NH:17][C:18]3[CH:19]=[N:20][N:21]([CH2:23][CH3:24])[CH:22]=3)[N:15]=2)[N:10](COCC[Si](C)(C)C)[CH:9]=1)=[O:7])([CH3:4])([CH3:3])[CH3:2].FC(F)(F)C(O)=O>ClCCl.CO.[OH-].[NH4+]>[C:1]([NH:5][C:6]([C:8]1[C:16]2[C:11](=[N:12][CH:13]=[C:14]([NH:17][C:18]3[CH:19]=[N:20][N:21]([CH2:23][CH3:24])[CH:22]=3)[N:15]=2)[NH:10][CH:9]=1)=[O:7])([CH3:4])([CH3:2])[CH3:3] |f:4.5|. Reported procedure: To a solution of N-tert-butyl-2-(1-ethyl-1H-pyrazol-4-ylamino)-5-((2-(trimethylsilyl)ethoxy)methyl)-5H-pyrrolo[2,3-b]pyrazine-7-carboxamide (82 mg, 179 μmol) in dichloromethane (2.7 mL) was added trifluoroacetic acid (409 mg, 276 μL, 3.58 mmol) and the mixture stirred at room temperature for 16 h. The reaction mixture was concentrated in vacuo and the residue obtained diluted with dichloromethane (3 mL), methanol (1.5 mL) and ammonium hydroxide (0.4 mL) and stirred at room temperature for 1 h. T... Starting materials: C1CCOC1, COC(=O)c1cc(OC)ccc1C=Cc1cccc(Cl)c1, CO, CO, [Li+], [OH-], O, O. Product: COc1ccc(C=Cc2cccc(Cl)c2)c(C(=O)O)c1. RXN SMILES: [CH2:28]1[O:29][CH2:30][CH2:31][CH2:32]1.[CH3:1][O:2][C:3]([c:4]1[c:5]([CH:12]=[CH:13][c:14]2[cH:15][c:16]([Cl:20])[cH:17][cH:18][cH:19]2)[cH:6][cH:7][c:8]([O:10][CH3:11])[cH:9]1)=[O:21].[CH3:24][OH:25].[CH3:26][OH:27].[Li+:22].[OH-:23].[OH2:33].[OH2:34]>>[O:2]=[C:3]([c:4]1[c:5]([CH:12]=[CH:13][c:14]2[cH:15][c:16]([Cl:20])[cH:17][cH:18][cH:19]2)[cH:6][cH:7][c:8]([O:10][CH3:11])[cH:9]1)[OH:21]. The reactants are C1CCOC1, [Li]CCCC, Clc1ccnc(Cl)n1, Clc1ccsc1, N#CC1=C(C#N)C(=O)C(Cl)=C(Cl)C1=O. Product: Clc1cc(-c2sccc2Cl)nc(Cl)n1. Reaction SMILES: [CH2:34]1[O:35][CH2:36][CH2:37][CH2:38]1.[CH3:7][CH2:8][CH2:9][CH2:10][Li:11].[Cl:12][c:13]1[n:14][cH:15][cH:16][c:17]([Cl:19])[n:18]1.[Cl:1][c:2]1[cH:3][s:4][cH:5][cH:6]1.[Cl:20][C:21]1=[C:32]([Cl:33])[C:30](=[O:31])[C:27]([C:28]#[N:29])=[C:24]([C:25]#[N:26])[C:22]1=[O:23]>>[Cl:1][c:2]1[c:3](-[c:15]2[n:14][c:13]([Cl:12])[n:18][c:17]([Cl:19])[cH:16]2)[s:4][cH:5][cH:6]1. The reactants are CC(C)(C)OC(=O)N1CCCC1C(=O)O (Boc-Pro-OH), FC(F)(F)c1cc(Br)cc(C(F)(F)F)c1 (1-bromo,3,5-di(trifluoromethyl)benzene). The reagents and catalysts are [Cs+].[Cs+].[O-]C([O-])=O (CsCO3), CC(C)(C)C1=CC(=NC=C1)C2=NC=CC(=C2)C(C)(C)C (4,4-di-tert-butyl-2,2-bipyridyl), COCCOC.Cl[Ni]Cl (NiCl2-glyme), CC(C)(C)C1=CC2=N(->[Ir+]34(<-N5=CC(C(F)(F)F)=CC=C5C5=C(F)C=C(F)C=C53)(<-N3=CC(C(F)(F)F)=CC=C3C3=C(F)C=C(F)C=C34)<-N3=C2C=C(C(C)(C)C)C=C3)C=C1.F[P-](F)(F)(F)(F)F (Ir[dF(CF3)ppy]2(dtbbpy)PF6). The solvent is CN(C)C=O (DMF). Conditions: temperature 23 celsius, time 72 hour. The product is CC(C)(C)OC(=O)N1CCCC1c1cc(C(F)(F)F)cc(C(F)(F)F)c1. The yield is 87.0%. Procedure details: Prior to irradiation, the reaction mixture was degassed by bubbling argon for 20 minutes Starting materials: C(CO)(=O)OCC (ethyl glycolate), O1CCCC=C1 (dihydropyran), O.C1(=CC=C(C=C1)S(=O)(=O)O)C (4-toluenesulfonic acid monohydrate). Run in C(Cl)Cl (methylene chloride). Yields the product O1C(CCCC1)OCC(=O)OCC (ethyl 2-(2-tetrahydropyranyloxy)acetate). Isolated yield 85.0%. As a reaction SMILES: [C:1]([O:5][CH2:6][CH3:7])(=[O:4])[CH2:2][OH:3].[O:8]1[CH:13]=[CH:12][CH2:11][CH2:10][CH2:9]1.O.C1(C)C=CC(S(O)(=O)=O)=CC=1>C(Cl)Cl>[O:8]1[CH2:13][CH2:12][CH2:11][CH2:10][CH:9]1[O:3][CH2:2][C:1]([O:5][CH2:6][CH3:7])=[O:4] |f:2.3|. Procedure details: To a stirred solution of 15.5 g. (0.15 mol.) of ethyl glycolate in 60 ml. of methylene chloride, cooled to 5° C., was added 12.6 g. (0.15 mol.) of dihydropyran, followed by 50 mg. of 4-toluenesulfonic acid monohydrate. After the immediate exothermic reaction which ensued had subsided, the methylene chloride solution was washed successively with water, 5% sodium bicarbonate and water. The dried solution was then evaporated to give 23.8 g. (85% yield) of ethyl 2-(2-tetrahydropyranyloxy)acetate as ... Reaction SMILES: [Br:1][C:2]1[CH:3]=[C:4]2[C@:10]3([CH2:21][C:13]4=[N:14][CH:15]=[C:16]([C:18]([OH:20])=[O:19])[CH:17]=[C:12]4[CH2:11]3)[C:9](=[O:22])[NH:8][C:5]2=[N:6][CH:7]=1.S(=O)(=O)(O)O.C(=O)(O)[O-].[Na+].[CH3:33][CH2:34]O>>[Br:1][C:2]1[CH:3]=[C:4]2[C@:10]3([CH2:21][C:13]4=[N:14][CH:15]=[C:16]([C:18]([O:20][CH2:33][CH3:34])=[O:19])[CH:17]=[C:12]4[CH2:11]3)[C:9](=[O:22])[NH:8][C:5]2=[N:6][CH:7]=1 |f:2.3|. Starting materials: C([O-])(O)=O.[Na+] (sodium bicarbonate), BrC=1C=C2C(=NC1)NC([C@]21CC=2C(=NC=C(C2)C(=O)O)C1)=O ((6S)-5′-bromo-2′-oxo-1′,2′,5,7-tetrahydrospiro[cyclopenta[b]pyridine-6,3′-pyrrolo[2,3-b]pyridine]-3-carboxylic acid), BrC=1C=C2C(=NC1)NC([C@]21CC=2C(=NC=C(C2)C(=O)O)C1)=O ((6S)-5′-bromo-2′-oxo-1′,2′,5,7-tetrahydrospiro[cyclopenta[b]pyridine-6,3′-pyrrolo[2,3-b]pyridine]-3-carboxylic acid), S(O)(O)(=O)=O (sulfuric acid), CCO (EtOH). The product is BrC=1C=C2C(=NC1)NC([C@]21CC=2C(=NC=C(C2)C(=O)OCC)C1)=O (Ethyl (6S)-5′-bromo-2′-oxo-1′,2′,5,7-tetrahydrospiro[cyclopenta[b]pyridine-6,3′-pyrrolo[2,3-b]pyridine]-3-carboxylate). Procedure: To a solution of (6S)-5′-bromo-2′-oxo-1′,2′,5,7-tetrahydrospiro[cyclopenta[b]pyridine-6,3′-pyrrolo[2,3-b]pyridine]-3-carboxylic acid (described in Intermediate 3) (6.00 g, 16.7 mmol) in EtOH (250 mL) was added concentrated sulfuric acid (2.22 mL, 41.6 mmol) and the resulting mixture was heated at reflux for 18 h. The reaction mixture was cooled to ambient temperature and the volume was reduced to about 80 mL under reduced pressure. The residual mixture was poured into saturated aqueous sodium bi... Starting materials: CS(=O)(=O)OCCC(NC(=O)C1SCCN1S(=O)(=O)c1ccc(-c2ccccc2)cc1)c1ccccc1, NC1CCCCC1O. The product is O=C(NC(CCNC1CCCCC1O)c1ccccc1)C1SCCN1S(=O)(=O)c1ccc(-c2ccccc2)cc1. As a reaction SMILES: [CH3:1][S:2]([O:3][CH2:6][CH2:7][CH:8]([c:9]1[cH:10][cH:11][cH:12][cH:13][cH:14]1)[NH:15][C:16](=[O:17])[CH:18]1[S:19][CH2:20][CH2:21][N:22]1[S:23](=[O:24])(=[O:25])[c:26]1[cH:27][cH:28][c:29](-[c:32]2[cH:33][cH:34][cH:35][cH:36][cH:37]2)[cH:30][cH:31]1)(=[O:4])=[O:5].[NH2:38][CH:39]1[CH:40]([OH:45])[CH2:41][CH2:42][CH2:43][CH2:44]1>>[CH2:6]([CH2:7][CH:8]([c:9]1[cH:10][cH:11][cH:12][cH:13][cH:14]1)[NH:15][C:16](=[O:17])[CH:18]1[S:19][CH2:20][CH2:21][N:22]1[S:23](=[O:24])(=[O:25])[c:26]1[cH:27][cH:28][c:29](-[c:32]2[cH:33][cH:34][cH:35][cH:36][cH:37]2)[cH:30][cH:31]1)[NH:38][CH:39]1[CH:40]([OH:45])[CH2:41][CH2:42][CH2:43][CH2:44]1.